This data is from the Open Reaction Database (ORD), a public repository of structured organic reaction records. The task is: describe an organic reaction: reactants, conditions, products, and yield Reactants: C(C1=CC=CC=C1)OCCCCCCCCCCC(O)C1=CC(=C(C=C1)OCC1=CC=CC=C1)OCC1=CC=CC=C1 (11-benzyloxy-1-(3,4-dibenzyloxyphenyl)-1-undecanol). The solvent is C(C)(=O)O (acetic acid). Yields the product OC=1C=C(C=CC1O)CCCCCCCCCCCO (11-(3,4-dihydroxyphenyl)-1-undecanol). Yield: 68.9%. Reaction SMILES: C([O:8][CH2:9][CH2:10][CH2:11][CH2:12][CH2:13][CH2:14][CH2:15][CH2:16][CH2:17][CH2:18][CH:19]([C:21]1[CH:26]=[CH:25][C:24]([O:27]CC2C=CC=CC=2)=[C:23]([O:35]CC2C=CC=CC=2)[CH:22]=1)O)C1C=CC=CC=1>C(O)(=O)C>[OH:35][C:23]1[CH:22]=[C:21]([CH2:19][CH2:18][CH2:17][CH2:16][CH2:15][CH2:14][CH2:13][CH2:12][CH2:11][CH2:10][CH2:9][OH:8])[CH:26]=[CH:25][C:24]=1[OH:27]. Reported procedure: In 40 ml of acetic acid was dissolved 4.4 g of 11-benzyloxy-1-(3,4-dibenzyloxyphenyl)-1-undecanol and the compound was catalytically reduced in the presence of 1 g of 10% palladium-carbon at room temperature and under atomospheric pressure until the absorption of hydrogen stopped. After the reaction was over, the catalyst was filtered off and after adding 300 ml of water to the filtrate, the product was extracted twice each time with 70 ml of ethyl acetate. The extract was washed with water, dri... The reactants are CC(C(=O)O)c1ccc2c(c1)CCC(C)(C)N2Cc1ccccc1, OCc1ccc(Cl)cc1, O, Cc1ccc(S(=O)(=O)O)cc1, c1ccccc1. The product is CC(C(=O)OCc1ccc(Cl)cc1)c1ccc2c(c1)CCC(C)(C)N2Cc1ccccc1. Reaction SMILES: [CH2:7]([c:8]1[cH:9][cH:10][cH:11][cH:12][cH:13]1)[N:14]1[C:15]([CH3:29])([CH3:30])[CH2:16][CH2:17][c:18]2[cH:19][c:20]([CH:24]([C:25](=[O:26])[OH:27])[CH3:28])[cH:21][cH:22][c:23]21.[Cl:42][c:43]1[cH:44][cH:45][c:46]([CH2:47][OH:48])[cH:49][cH:50]1.[OH2:51].[c:31]1([CH3:32])[cH:33][cH:34][c:35]([S:36]([OH:37])(=[O:38])=[O:39])[cH:40][cH:41]1.[cH:1]1[cH:2][cH:3][cH:4][cH:5][cH:6]1>>[CH2:7]([c:8]1[cH:9][cH:10][cH:11][cH:12][cH:13]1)[N:14]1[C:15]([CH3:29])([CH3:30])[CH2:16][CH2:17][c:18]2[cH:19][c:20]([CH:24]([C:25](=[O:26])[O:27][CH2:47][c:46]3[cH:45][cH:44][c:43]([Cl:42])[cH:50][cH:49]3)[CH3:28])[cH:21][cH:22][c:23]21. The reactants are [H-].[Na+] (sodium hydride), solution, ClC1=NC=NC(=C1)OCC(CBr)(C)C (4-chloro-6-(3-bromo-2,2-dimethylpropyloxy)pyrimidine), solution, C(C#CC)O (2-butyn-1-ol), [Cl-].[NH4+] (ammonium chloride). Run in O1CCCC1 (tetrahydrofuran), O1CCCC1 (tetrahydrofuran), O1CCCC1 (tetrahydrofuran). Run at time 10 minute. Product: C(C#CC)OC1=NC=NC(=C1)OCC(CBr)(C)C (4-(2-butynyloxy)-6-(3-bromo-2,2-dimethylpropyloxy)pyrimidine). Yield: 86.1%. RXN SMILES: [H-].[Na+].[CH2:3]([OH:7])[C:4]#[C:5][CH3:6].Cl[C:9]1[CH:14]=[C:13]([O:15][CH2:16][C:17]([CH3:21])([CH3:20])[CH2:18][Br:19])[N:12]=[CH:11][N:10]=1.[Cl-].[NH4+]>O1CCCC1>[CH2:3]([O:7][C:9]1[CH:14]=[C:13]([O:15][CH2:16][C:17]([CH3:21])([CH3:20])[CH2:18][Br:19])[N:12]=[CH:11][N:10]=1)[C:4]#[C:5][CH3:6] |f:0.1,4.5|. Procedure details: In 4 ml of tetrahydrofuran was suspended 0.11 g of sodium hydride (60% in oil), to which 0.5 ml of a solution containing 0.16 g of 2-butyn-1-ol in tetrahydrofuran was added dropwise at room temperature, followed by stirring for 10 minutes. To this was added dropwise 0.5 ml of a solution containing 0.56 g of 4-chloro-6-(3-bromo-2,2-dimethylpropyloxy)pyrimidine in tetrahydrofuran at 0° C., followed by stirring at the same temperature for 4 hours. The reaction mixture was then poured into a saturat... Reactants: CC(C)(C)[Si](C)(C)OCCNCCc1c[nH]c2ccccc12, CC(C)(C)OC(=O)C=Cc1ccn(S(=O)(=O)c2ccc(CBr)cc2)c1, CCO. The product is CC(C)(C)OC(=O)C=Cc1ccn(S(=O)(=O)c2ccc(CN(CCO[Si](C)(C)C(C)(C)C)CCc3c[nH]c4ccccc34)cc2)c1. RXN SMILES: [C:1]([CH3:2])([CH3:3])([CH3:4])[Si:5]([O:6][CH2:7][CH2:8][NH:9][CH2:10][CH2:11][c:12]1[cH:13][nH:14][c:15]2[cH:16][cH:17][cH:18][cH:19][c:20]12)([CH3:21])[CH3:22].[C:23]([CH3:24])([CH3:25])([CH3:26])[O:27][C:28]([CH:29]=[CH:30][c:31]1[cH:32][n:33]([S:36](=[O:37])(=[O:38])[c:39]2[cH:40][cH:41][c:42]([CH2:45][Br:46])[cH:43][cH:44]2)[cH:34][cH:35]1)=[O:47].[CH3:48][CH2:49][OH:50]>>[C:1]([CH3:2])([CH3:3])([CH3:4])[Si:5]([O:6][CH2:7][CH2:8][N:9]([CH2:10][CH2:11][c:12]1[cH:13][nH:14][c:15]2[cH:16][cH:17][cH:18][cH:19][c:20]12)[CH2:45][c:42]1[cH:41][cH:40][c:39]([S:36]([n:33]2[cH:32][c:31]([CH:30]=[CH:29][C:28]([O:27][C:23]([CH3:24])([CH3:25])[CH3:26])=[O:47])[cH:35][cH:34]2)(=[O:37])=[O:38])[cH:44][cH:43]1)([CH3:21])[CH3:22]. Starting materials: ClCCl, ClP(Cl)(Cl)(Cl)Cl, O=C(O)c1nc(-c2ccccn2)n2c1CN=C(c1ccccc1Cl)c1cc(Cl)ccc1-2, N. The product is NC(=O)c1nc(-c2ccccn2)n2c1CN=C(c1ccccc1Cl)c1cc(Cl)ccc1-2. RXN SMILES: [CH2:39]([Cl:40])[Cl:41].[Cl:1][P:2]([Cl:3])([Cl:4])([Cl:5])[Cl:6].[Cl:7][c:8]1[cH:9][cH:10][c:11]2[c:12]([cH:37]1)[C:13]([c:30]1[c:31]([Cl:36])[cH:32][cH:33][cH:34][cH:35]1)=[N:14][CH2:15][c:16]1[n:17]-2[c:18](-[c:24]2[n:25][cH:26][cH:27][cH:28][cH:29]2)[n:19][c:20]1[C:21](=[O:22])[OH:23].[NH3:38]>>[Cl:7][c:8]1[cH:9][cH:10][c:11]2[c:12]([cH:37]1)[C:13]([c:30]1[c:31]([Cl:36])[cH:32][cH:33][cH:34][cH:35]1)=[N:14][CH2:15][c:16]1[n:17]-2[c:18](-[c:24]2[n:25][cH:26][cH:27][cH:28][cH:29]2)[n:19][c:20]1[C:21](=[O:23])[NH2:38]. The product is FC1=C(N)C(=CC=C1)C(C)C (2-fluoro-6-Isopropylaniline). Starting materials: FC1=C(N)C=CC=C1 (ortho-fluoroaniline), olefin, NC=1C(=CC=CC1)C (ortho-toluidine), amine. As a reaction SMILES: [F:1][C:2]1[CH:8]=[CH:7][CH:6]=[CH:5][C:3]=1[NH2:4].N[C:10]1[C:11](C)=CC=C[CH:15]=1>>[F:1][C:2]1[CH:8]=[CH:7][CH:6]=[C:5]([CH:10]([CH3:11])[CH3:15])[C:3]=1[NH2:4]. Procedure: The procedure of Example 6 was repeated, except that ortho-fluoroaniline was substituted for ortho-toluidine. An LHSV of 0.125 hr.-1 and an N/R ratio of amine to olefin was 1:3. Table 4 sets forth the reaction conditions and results.